From a dataset of the Open Reaction Database (ORD), a public repository of structured organic reaction records. describe an organic reaction: reactants, conditions, products, and yield The reactants are COC1=C2C(=CC=NC2=CC(=C1)OC)O (5,7-dimethoxyquinolin-4-ol), CCN(C(C)C)C(C)C (Hunig's Base), O=P(Cl)(Cl)Cl (POCl3). Run in C1(=CC=CC=C1)C (toluene). Product: ClC1=CC=NC2=CC(=CC(=C12)OC)OC (4-chloro-5,7-dimethoxyquinoline). RXN SMILES: [CH3:1][O:2][C:3]1[CH:12]=[C:11]([O:13][CH3:14])[CH:10]=[C:9]2[C:4]=1[C:5](O)=[CH:6][CH:7]=[N:8]2.CCN(C(C)C)C(C)C.O=P(Cl)(Cl)[Cl:27]>C1(C)C=CC=CC=1>[Cl:27][C:5]1[C:4]2[C:9](=[CH:10][C:11]([O:13][CH3:14])=[CH:12][C:3]=2[O:2][CH3:1])[N:8]=[CH:7][CH:6]=1. Procedure details: To a mixture of crude 5,7-dimethoxyquinolin-4-ol (5.36 g, 26 mmol) and Hunig's Base (9.1 ml, 52 mmol) in toluene, was added POCl3 (29 ml, 313 mmol). The mixture was refluxed for 5 h. Excess POCl3 was removed under reduced pressure and azeotroped with toluene. The resultant gum was treated with sat. NaHCO3 until no gas generated. The mixture was extracted with EtOAc, the organic extracts were combined and washed with sodium bicarbonate and solvent removed under reduced pressure. The crude product... Reactants: BrC=1C=CC(=C(C#N)C1)F (5-bromo-2-fluoro-benzonitrile), C(C1=CC=CC=C1)(C1=CC=CC=C1)=N (benzophenone imine), C(=O)([O-])[O-].[Cs+].[Cs+] (Cs2CO3). Reagents/catalysts: C=1C=CC(=CC1)/C=C/C(=O)/C=C/C2=CC=CC=C2.C=1C=CC(=CC1)/C=C/C(=O)/C=C/C2=CC=CC=C2.C=1C=CC(=CC1)/C=C/C(=O)/C=C/C2=CC=CC=C2.[Pd].[Pd] (tris(dibenzylideneacetone)dipalladium), C1(=CC=CC=C1)P(C1=C(C2=CC=CC=C2C=C1)C1=C(C=CC2=CC=CC=C12)P(C1=CC=CC=C1)C1=CC=CC=C1)C1=CC=CC=C1 ((±)-2,2′-bis(diphenylphosphino)-1,1′-binaphthalene). Solvent: O1CCOCC1 (1,4-dioxane). Product: C(C1=CC=CC=C1)(C1=CC=CC=C1)=NC=1C=CC(=C(C#N)C1)F (5-(benzhydrylideneamino)-2-fluoro-benzonitrile). Yield: 103.9%. RXN SMILES: Br[C:2]1[CH:3]=[CH:4][C:5]([F:10])=[C:6]([CH:9]=1)[C:7]#[N:8].[C:11](=[NH:24])([C:18]1[CH:23]=[CH:22][CH:21]=[CH:20][CH:19]=1)[C:12]1[CH:17]=[CH:16][CH:15]=[CH:14][CH:13]=1.C([O-])([O-])=O.[Cs+].[Cs+]>O1CCOCC1.C1C=CC(/C=C/C(/C=C/C2C=CC=CC=2)=O)=CC=1.C1C=CC(/C=C/C(/C=C/C2C=CC=CC=2)=O)=CC=1.C1C=CC(/C=C/C(/C=C/C2C=CC=CC=2)=O)=CC=1.[Pd].[Pd].C1(P(C2C=CC=CC=2)C2C=CC3C(=CC=CC=3)C=2C2C3C(=CC=CC=3)C=CC=2P(C2C=CC=CC=2)C2C=CC=CC=2)C=CC=CC=1>[C:11](=[N:24][C:2]1[CH:3]=[CH:4][C:5]([F:10])=[C:6]([CH:9]=1)[C:7]#[N:8])([C:18]1[CH:19]=[CH:20][CH:21]=[CH:22][CH:23]=1)[C:12]1[CH:17]=[CH:16][CH:15]=[CH:14][CH:13]=1 |f:2.3.4,6.7.8.9.10|. Procedure: Add 5-bromo-2-fluoro-benzonitrile (0.5 g, 2.5 mmol), benzophenone imine (0.543 g, 3 mmol), (±)-2,2′-bis(diphenylphosphino)-1,1′-binaphthalene (BINAP, 60 mg, 0.1 mmol), tris(dibenzylideneacetone)dipalladium [Pd2(dba)3, 50 mg, 0.05 mmol], and Cs2CO3 (1.6 g, 4.9 mmol) in 1,4-dioxane (20 mL). Stir the reaction under N2 at 110° C. for 16 hrs. Cool to room temperature, filter the solid, and concentrate the filtrate to give the crude product. Purification by chromatography (silica gel, EtOAc:PE=1:3) af... Product: C(C)(C)(C)C=1C=C2C=NN(C(C2=C(C1)F)=O)C1=C(C=O)C(=CC=C1)C1=CN(C(C(=C1)NC1=NC=C(C=C1)C(=O)N1CCOCC1)=O)C (2-(6-tert-Butyl-8-fluoro-1-oxo-1H-phthalazin-2-yl)-6-{1-methyl-5-[5-(morpholine-4-carbonyl)-pyridin-2-ylamino]-6-oxo-1,6-dihydro-pyridin-3-yl}-benzaldehyde). Run at time 60 minute. Yield: 60.5%. Reagents/catalysts: C1=CC=C(C=C1)P([C-]2C=CC=C2)C3=CC=CC=C3.C1=CC=C(C=C1)P([C-]2C=CC=C2)C3=CC=CC=C3.Cl[Pd]Cl.[Fe+2] ([1,1′-bis(diphenylphosphino)ferrocene]palladium(II) chloride). Reaction SMILES: [CH3:1][N:2]1[CH:7]=[C:6](B2OC(C)(C)C(C)(C)O2)[CH:5]=[C:4]([NH:17][C:18]2[CH:23]=[CH:22][C:21]([C:24]([N:26]3[CH2:31][CH2:30][O:29][CH2:28][CH2:27]3)=[O:25])=[CH:20][N:19]=2)[C:3]1=[O:32].Br[C:34]1[CH:41]=[CH:40][CH:39]=[C:38]([N:42]2[N:51]=[CH:50][C:49]3[C:44](=[C:45]([F:56])[CH:46]=[C:47]([C:52]([CH3:55])([CH3:54])[CH3:53])[CH:48]=3)[C:43]2=[O:57])[C:35]=1[CH:36]=[O:37].O1CCOCC1.C(=O)([O-])[O-].[Cs+].[Cs+]>O.C1C=CC(P(C2C=CC=CC=2)[C-]2C=CC=C2)=CC=1.C1C=CC(P(C2C=CC=CC=2)[C-]2C=CC=C2)=CC=1.Cl[Pd]Cl.[Fe+2].ClCCl>[C:52]([C:47]1[CH:48]=[C:49]2[C:44](=[C:45]([F:56])[CH:46]=1)[C:43](=[O:57])[N:42]([C:38]1[CH:39]=[CH:40][CH:41]=[C:34]([C:6]3[CH:5]=[C:4]([NH:17][C:18]4[CH:23]=[CH:22][C:21]([C:24]([N:26]5[CH2:27][CH2:28][O:29][CH2:30][CH2:31]5)=[O:25])=[CH:20][N:19]=4)[C:3](=[O:32])[N:2]([CH3:1])[CH:7]=3)[C:35]=1[CH:36]=[O:37])[N:51]=[CH:50]2)([CH3:55])([CH3:53])[CH3:54] |f:3.4.5,7.8.9.10|. Starting materials: CN1C(C(=CC(=C1)B1OC(C(O1)(C)C)(C)C)NC1=NC=C(C=C1)C(=O)N1CCOCC1)=O (1-methyl-3-[5-(morpholine-4-carbonyl)-pyridin-2-ylamino]-5-(4,4,5,5-tetramethyl-1,3,2-dioxaborolan-2-yl)-1H-pyridin-2-one), BrC1=C(C=O)C(=CC=C1)N1C(C2=C(C=C(C=C2C=N1)C(C)(C)C)F)=O (2-bromo-6-(6-tert-butyl-8-fluoro-1-oxo-1H-phthalazin-2-yl)-benzaldehyde), C([O-])([O-])=O.[Cs+].[Cs+] (cesium carbonate), O1CCOCC1 (dioxane). Reported procedure: 88 mg (0.20 mmol) of 1-methyl-3-[5-(morpholine-4-carbonyl)-pyridin-2-ylamino]-5-(4,4,5,5-tetramethyl-1,3,2-dioxaborolan-2-yl)-1H-pyridin-2-one and 81 mg (0.20 mmol) of 2-bromo-6-(6-tert-butyl-8-fluoro-1-oxo-1H-phthalazin-2-yl)-benzaldehyde were weighed into a 4 mL reaction vial fitted with a stir bar and septum cap. Added 2 mL of dioxane. Added 222 μL of an 0.88 mg/μL solution of cesium carbonate in water. Added 7.8 mg (0.0096 mmol) of [1,1′-bis(diphenylphosphino)ferrocene]palladium(II) chloride... Solvent: O (water), ClCCl (dichloromethane). Starting materials: CS(=O)(=O)C=1C=CC(=C(N)C1)\C=C\C (5-(methylsulfonyl)-2-[(1E)-prop-1-en-1-yl]aniline), CS(=O)(=O)C=1C=CC(=C(N)C1)\C=C\C (5-(methylsulfonyl)-2-[(1E)-prop-1-en-1-yl]aniline), [H][H] (hydrogen). The reagents and catalysts are [Pd] (Pd/C). Run in CO (MeOH). The product is CS(=O)(=O)C=1C=CC(=C(N)C1)CCC (5-(methylsulfonyl)-2-propylaniline). RXN SMILES: [CH3:1][S:2]([C:5]1[CH:6]=[CH:7][C:8](/[CH:12]=[CH:13]/[CH3:14])=[C:9]([CH:11]=1)[NH2:10])(=[O:4])=[O:3].[H][H]>CO.[Pd]>[CH3:1][S:2]([C:5]1[CH:6]=[CH:7][C:8]([CH2:12][CH2:13][CH3:14])=[C:9]([CH:11]=1)[NH2:10])(=[O:3])=[O:4]. Procedure: A mixture of 5-(methylsulfonyl)-2-[(1E)-prop-1-en-1-yl]aniline (Intermediate 60; 1.50 g; 6.84 mmol) and 10% Pd/C (196 mg) in MeOH (39 ml) was placed in a PARR reactor and treated with a pressure of 20 atm of hydrogen for 3 hours.